Dataset: the Open Reaction Database (ORD), a public repository of structured organic reaction records. Task: describe an organic reaction: reactants, conditions, products, and yield The reactants are [Cl-], S=C=Nc1ccc(Cl)cc1, O=C1CCNN1c1ccc(Cl)cc1, [H-], [NH4+], [Na+], C1CCOC1. Product: O=C1CCN(C(=S)Nc2ccc(Cl)cc2)N1c1ccc(Cl)cc1. RXN SMILES: [Cl-:26].[Cl:16][c:17]1[cH:18][cH:19][c:20]([N:23]=[C:24]=[S:25])[cH:21][cH:22]1.[Cl:1][c:2]1[cH:3][cH:4][c:5]([N:8]2[NH:9][CH2:10][CH2:11][C:12]2=[O:13])[cH:6][cH:7]1.[H-:14].[NH4+:27].[Na+:15].[O:28]1[CH2:29][CH2:30][CH2:31][CH2:32]1>>[Cl:1][c:2]1[cH:3][cH:4][c:5]([N:8]2[N:9]([C:24]([NH:23][c:20]3[cH:19][cH:18][c:17]([Cl:16])[cH:22][cH:21]3)=[S:25])[CH2:10][CH2:11][C:12]2=[O:13])[cH:6][cH:7]1. Starting materials: C(C)N(C1=C(C=C(C(=C1)OC)OC)[C@H]1CC=2C=CC(=CC2CC1)OC(C(C)(C)C)=O)C(C1=CC=C(C=C1)O)=O (pivalic acid (R)-6-{2-[ethyl(4-hydroxybenzoyl)amino]-4,5-dimethoxyphenyl}-5,6,7,8-tetrahydronaphthalen-2-yl ester), ClCC(=O)N(C)C (2-chloro-N,N-dimethylacetamide). The product is CN(CCOC1=CC=C(CCCNC2=C(C=C(C(=C2)OC)OC)[C@H]2CC=3C=CC(=CC3CC2)O)C=C1)C ((R)-6-{2-{[4-(2-Dimethylaminoethoxy)benzyl]ethylamino}-4,5-dimethoxyphenyl}-5,6,7,8-tetrahydronaphthalen-2-ol). The yield is 69.8%. RXN SMILES: C([N:3]([C:31](=O)[C:32]1[CH:37]=[CH:36][C:35](O)=[CH:34]C=1)[C:4]1[CH:9]=[C:8]([O:10][CH3:11])[C:7]([O:12][CH3:13])=[CH:6][C:5]=1[C@@H:14]1[CH2:23][CH2:22][C:21]2[CH:20]=[C:19]([O:24]C(=O)C(C)(C)C)[CH:18]=[CH:17][C:16]=2[CH2:15]1)C.Cl[CH2:41][C:42]([N:44]([CH3:46])[CH3:45])=O>>[CH3:45][N:44]([CH3:46])[CH2:42][CH2:41][O:10][C:8]1[CH:7]=[CH:6][C:36]([CH2:37][CH2:32][CH2:31][NH:3][C:4]2[CH:9]=[C:8]([O:10][CH3:11])[C:7]([O:12][CH3:13])=[CH:6][C:5]=2[C@@H:14]2[CH2:23][CH2:22][C:21]3[CH:20]=[C:19]([OH:24])[CH:18]=[CH:17][C:16]=3[CH2:15]2)=[CH:35][CH:34]=1. Reported procedure: Synthesized from pivalic acid (R)-6-{2-[ethyl(4-hydroxybenzoyl)amino]-4,5-dimethoxyphenyl}-5,6,7,8-tetrahydronaphthalen-2-yl ester (16 mg) and 2-chloro-N,N-dimethylacetamide (6.6 mg) according to an analogous synthetic method to Example 404 and purified by LC-MS, the title compound (5.3 mg) was obtained. Starting materials: CCc1cc(C(C)Cl)ncc1OC, CS(=O)(=O)O, CN(C)C=O, CCOC(C)=O, [H-], Nc1cc(Cl)nc(S)n1, [Na+]. Yields the product CCc1cc(C(C)Sc2nc(N)cc(Cl)n2)ncc1OC. Reaction SMILES: [CH3:17][O:18][c:19]1[cH:20][n:21][c:22]([CH:27]([CH3:28])[Cl:29])[cH:23][c:24]1[CH2:25][CH3:26].[CH3:1][S:2]([OH:3])(=[O:4])=[O:5].[CH3:30][N:31]([CH3:32])[CH:33]=[O:34].[CH3:35][CH2:36][O:37][C:38](=[O:39])[CH3:40].[H-:15].[NH2:6][c:7]1[n:8][c:9]([SH:14])[n:10][c:11]([Cl:13])[cH:12]1.[Na+:16]>>[NH2:6][c:7]1[n:8][c:9]([S:14][CH:27]([c:22]2[n:21][cH:20][c:19]([O:18][CH3:17])[c:24]([CH2:25][CH3:26])[cH:23]2)[CH3:28])[n:10][c:11]([Cl:13])[cH:12]1. Reactants: Cl (HCl), CC1=C2C(CCS(C2=C(C=C1C(=O)O)C)(=O)=O)O (5,8-dimethyl-4-hydroxy-1,1-dioxo-1,2,3,4-tetrahydro-1λ6-thiochromene-6-carboxylic acid), C(C1=CC=CC=C1)(=O)Cl (benzoyl chloride), N,N-4-dimethylaminopyridine. The solvent is N1=CC=CC=C1 (pyridine). The product is C(C1=CC=CC=C1)(=O)OC1CCS(C2=C(C=C(C(=C12)C)C(=O)O)C)(=O)=O (4-Benzoyloxy-5,8-dimethyl-1,1-dioxo-1,2,3,4-tetrahydro-1λ6-thiochromene-6-carboxylic acid). As a reaction SMILES: [CH3:1][C:2]1[C:11]([C:12]([OH:14])=[O:13])=[CH:10][C:9]([CH3:15])=[C:8]2[C:3]=1[CH:4]([OH:18])[CH2:5][CH2:6][S:7]2(=[O:17])=[O:16].[C:19](Cl)(=[O:26])[C:20]1[CH:25]=[CH:24][CH:23]=[CH:22][CH:21]=1.Cl>N1C=CC=CC=1>[C:19]([O:18][CH:4]1[C:3]2[C:8](=[C:9]([CH3:15])[CH:10]=[C:11]([C:12]([OH:14])=[O:13])[C:2]=2[CH3:1])[S:7](=[O:16])(=[O:17])[CH2:6][CH2:5]1)(=[O:26])[C:20]1[CH:25]=[CH:24][CH:23]=[CH:22][CH:21]=1. Procedure: 1.0 g (4.1 mmol) of 5,8-dimethyl-4-hydroxy-1,1-dioxo-1,2,3,4-tetrahydro-1λ6-thiochromene-6-carboxylic acid, 0.58 g (4.1 mmol) of benzoyl chloride and a spatula tip of N,N-4-dimethylaminopyridine was stirred in 10 ml of pyridine overnight. The mixture was subsequently poured onto 5 M HCl in crushed ice and extracted with ethyl acetate. The organic phase was washed with 1 M HCl (2×20 ml) and sat. NaCl solution (2×40 ml), dried over MgSO4 and concentrated using a rotary evaporator. Starting materials: O1CCC(C2=CC=CC=C12)C(=O)O (chroman-4-carboxylic acid), CN(C1=CC=C(C=C1)CNC1=CC=C(C=C1)C(C)C)C ([(4-dimethylaminophenyl)methyl](4-isopropylphenyl)amine). Yields the product CN(C1=CC=C(C=C1)CN(C(=O)C1CCOC2=CC=CC=C12)C1=CC=C(C=C1)C(C)C)C (N-[(4-dimethylaminophenyl) methyl]-N-(4-isopropylphenyl)chroman-4-carboxamide). Isolated yield 24.9%. Reaction SMILES: [O:1]1[C:10]2[C:5](=[CH:6][CH:7]=[CH:8][CH:9]=2)[CH:4]([C:11]([OH:13])=O)[CH2:3][CH2:2]1.[CH3:14][N:15]([CH3:33])[C:16]1[CH:21]=[CH:20][C:19]([CH2:22][NH:23][C:24]2[CH:29]=[CH:28][C:27]([CH:30]([CH3:32])[CH3:31])=[CH:26][CH:25]=2)=[CH:18][CH:17]=1>>[CH3:14][N:15]([CH3:33])[C:16]1[CH:17]=[CH:18][C:19]([CH2:22][N:23]([C:24]2[CH:29]=[CH:28][C:27]([CH:30]([CH3:31])[CH3:32])=[CH:26][CH:25]=2)[C:11]([CH:4]2[C:5]3[C:10](=[CH:9][CH:8]=[CH:7][CH:6]=3)[O:1][CH2:2][CH2:3]2)=[O:13])=[CH:20][CH:21]=1. Procedure: By the reaction and treatment in the same manner as in Example 1 using chroman-4-carboxylic acid (0.5 g) and [(4-dimethylaminophenyl)methyl](4-isopropylphenyl)amine (0.63 g) as starting materials, N-[(4-dimethylaminophenyl) methyl]-N-(4-isopropylphenyl)chroman-4-carboxamide (0.25 g) was obtained. melting point: 110-112° C.